This data is from the Open Reaction Database (ORD), a public repository of structured organic reaction records. The task is: describe an organic reaction: reactants, conditions, products, and yield Starting materials: BrC=1C(OC2=C(C1O)C=C(C(=C2)OCOC)[N+](=O)[O-])(C)C (3-bromo-7-methoxymethoxy-2,2-dimethyl-6-nitro-1-benzopyran-4-ol), [OH-].[Na+] (sodium hydroxide), O (water). The solvent is O1CCOCC1 (dioxane). Conditions: time 2 hour. The product is O1C2C(OC3=C(C21)C=C(C(=C3)OCOC)[N+](=O)[O-])(C)C (3,4-Epoxy-7-methoxymethoxy-2,2-dimethyl-6-nitro-3,4-dihydro-2H-1-benzopyrane). Isolated yield 78.0%. As a reaction SMILES: Br[C:2]1[C:3]([CH3:21])([CH3:20])[O:4][C:5]2[CH:12]=[C:11]([O:13][CH2:14][O:15][CH3:16])[C:10]([N+:17]([O-:19])=[O:18])=[CH:9][C:6]=2[C:7]=1[OH:8].[OH-].[Na+].O>O1CCOCC1>[O:8]1[CH:7]2[CH:2]1[C:3]([CH3:21])([CH3:20])[O:4][C:5]1[CH:12]=[C:11]([O:13][CH2:14][O:15][CH3:16])[C:10]([N+:17]([O-:19])=[O:18])=[CH:9][C:6]=12 |f:1.2|. Reported procedure: To a solution of 3-bromo-7-methoxymethoxy-2,2-dimethyl-6-nitro-1-benzopyran-4-ol (550 mg, 1.52 mmol) in dioxane (5.5 mL), 1 mol/L sodium hydroxide aqueous solution (1.82 mL, 1.82 mmol) was added at room temperature, and the resulting mixture was stirred for 2 hours. Upon the completion of the reaction, water was added thereto, the resulting solution was extracted with ethyl acetate, washed with saturated sodium thiosulfate aqueous solution and then with saturated sodium chloride solution, dried ... Starting materials: ClC1=C(NC(C2=CC=CC=C2)=S)C=CC=C1C (2'-Chloro-3'-methyl-thiobenzanilide), N1(NCCCCCCCCC1)C1CCCCCCCCCC1 (diazabicycloundecane). The solvent is CN(C=O)C (dimethylformamide). Product: CC1=CC=CC=2N=C(SC21)C2=CC=CC=C2 (7-Methyl-2-phenyl-benzothiazole). Reaction SMILES: Cl[C:2]1[C:16]([CH3:17])=[CH:15][CH:14]=[CH:13][C:3]=1[NH:4][C:5](=[S:12])[C:6]1[CH:11]=[CH:10][CH:9]=[CH:8][CH:7]=1.N1(C2CCCCCCCCCC2)CCCCCCCCCN1>CN(C)C=O>[CH3:17][C:16]1[C:2]2[S:12][C:5]([C:6]3[CH:11]=[CH:10][CH:9]=[CH:8][CH:7]=3)=[N:4][C:3]=2[CH:13]=[CH:14][CH:15]=1. Reported procedure: 91.6 g (0.35 mol) of the compound from Example VI in 1 l of dimethylformamide were boiled under reflux with 64 g (0.42 mol) of diazabicycloundecane for 3 h. The mixture was concentrated, the residue was taken up in methylene chloride/water, and the solution was rendered weakly acidic, washed with water, dried and concentrated. Reactants: ClC1=NC=C(C(=O)NC2=CC=C(C=C2)OC(F)(F)Cl)C=C1C1=CC=NN1C1OCCCC1 (6-chloro-N-(4-(chlorodifluoromethoxy)phenyl)-5-(1-(tetrahydro-2H-pyran-2-yl)-1H-pyrazol-5-yl)nicotinamide), C1(CC1)N1CCNCC1 (1-cyclopropylpiperazine). Procedure details: The title compound was prepared in an analogous fashion to that described in Example 33 using 6-chloro-N-(4-(chlorodifluoromethoxy)phenyl)-5-(1-(tetrahydro-2H-pyran-2-yl)-1H-pyrazol-5-yl)nicotinamide (Stage 48.2) and 1-cyclopropylpiperazine to afford an off-white powder. UPLC-MS (Condition 3) tR=0.84 min, m/z=489 [M+H]+; 1H-NMR (400 MHz, DMSO-d6) δ ppm 0.22-0.45 (m, 4H) 1.56-1.66 (m, 1H) 2.56 (br. s, 4H) 3.12 (br. s, 4H) 6.67 (br. s, 1H) 7.33 (d, J=8.60 Hz, 2H) 7.79-7.91 (m, 3H) 8.32 (br. s, 1H)... RXN SMILES: Cl[C:2]1[C:21]([C:22]2[N:26](C3CCCCO3)[N:25]=[CH:24][CH:23]=2)=[CH:20][C:5]([C:6]([NH:8][C:9]2[CH:14]=[CH:13][C:12]([O:15][C:16]([Cl:19])([F:18])[F:17])=[CH:11][CH:10]=2)=[O:7])=[CH:4][N:3]=1.[CH:33]1([N:36]2[CH2:41][CH2:40][NH:39][CH2:38][CH2:37]2)[CH2:35][CH2:34]1>>[Cl:19][C:16]([F:18])([F:17])[O:15][C:12]1[CH:11]=[CH:10][C:9]([NH:8][C:6](=[O:7])[C:5]2[CH:20]=[C:21]([C:22]3[NH:26][N:25]=[CH:24][CH:23]=3)[C:2]([N:39]3[CH2:40][CH2:41][N:36]([CH:33]4[CH2:35][CH2:34]4)[CH2:37][CH2:38]3)=[N:3][CH:4]=2)=[CH:14][CH:13]=1. Yields the product ClC(OC1=CC=C(C=C1)NC(C1=CN=C(C(=C1)C1=CC=NN1)N1CCN(CC1)C1CC1)=O)(F)F (N-(4-(Chlorodifluoromethoxy)phenyl)-6-(4-cyclopropylpiperazin-1-yl)-5-(1H-pyrazol-5-yl)nicotinamide).